This data is from the Open Reaction Database (ORD), a public repository of structured organic reaction records. The task is: describe an organic reaction: reactants, conditions, products, and yield The product is C1(=CC=CC=C1)C1=C(N=CS1)C(=O)NCCNC(OC(C)(C)C)=O (t-butyl [2-(5-phenyl-4-thiazolecarboxamido)ethyl]carbamate). The solvent is C(C)O (ethanol). Reported procedure: 4.8 g (20.58 mmol) of ethyl 5-phenyl-4-thiazolecarboxylate and 4.0 g (25.0 mmol) of t-butyl (2-aminoethyl)carbamate were heated under reduced pressure for 21 hours at a bath temperature of 100°, whereby the ethanol formed was distilled off continuously. Subsequently the mixture was cooled, dissolved in 50 ml of methylene chloride and chromatographed on 150 g of silica gel. Elution was first carried out with methylene chloride, then with a 9:1, 8:2 and finally 7:3 mixture of methylene chloride an... The yield is 60.1%. As a reaction SMILES: [C:1]1([C:7]2[S:11][CH:10]=[N:9][C:8]=2[C:12]([O:14]CC)=O)[CH:6]=[CH:5][CH:4]=[CH:3][CH:2]=1.[NH2:17][CH2:18][CH2:19][NH:20][C:21](=[O:27])[O:22][C:23]([CH3:26])([CH3:25])[CH3:24]>C(O)C>[C:1]1([C:7]2[S:11][CH:10]=[N:9][C:8]=2[C:12]([NH:17][CH2:18][CH2:19][NH:20][C:21](=[O:27])[O:22][C:23]([CH3:25])([CH3:24])[CH3:26])=[O:14])[CH:2]=[CH:3][CH:4]=[CH:5][CH:6]=1. Reactants: C1(=CC=CC=C1)C1=C(N=CS1)C(=O)OCC (ethyl 5-phenyl-4-thiazolecarboxylate), NCCNC(OC(C)(C)C)=O (t-butyl (2-aminoethyl)carbamate).